Dataset: the Open Reaction Database (ORD), a public repository of structured organic reaction records. Task: describe an organic reaction: reactants, conditions, products, and yield Starting materials: COC(=O)c1ccc(N(N)C(=O)c2ccc(Cl)c(S(N)(=O)=O)c2)c([N+](=O)[O-])c1, Cl, [Na+], [OH-]. Product: NN(C(=O)c1ccc(Cl)c(S(N)(=O)=O)c1)c1ccc(C(=O)O)cc1[N+](=O)[O-]. Reaction SMILES: [CH3:1][O:2][C:3](=[O:4])[c:5]1[cH:6][c:7]([N+:26](=[O:27])[O-:28])[c:8]([N:11]([NH2:12])[C:13]([c:14]2[cH:15][c:16]([S:21]([NH2:22])(=[O:23])=[O:24])[c:17]([Cl:20])[cH:18][cH:19]2)=[O:25])[cH:9][cH:10]1.[ClH:29].[Na+:31].[OH-:30]>>[O:2]=[C:3]([OH:4])[c:5]1[cH:6][c:7]([N+:26](=[O:27])[O-:28])[c:8]([N:11]([NH2:12])[C:13]([c:14]2[cH:15][c:16]([S:21]([NH2:22])(=[O:23])=[O:24])[c:17]([Cl:20])[cH:18][cH:19]2)=[O:25])[cH:9][cH:10]1. Reactants: NOCc1ccccc1, CC(=O)[O-], COC(=O)C1(C=O)CCCCCC1, CO, Cl, [Na+]. The product is COC(=O)C1(C=NOCc2ccccc2)CCCCCC1. Reaction SMILES: [CH2:20]([c:21]1[cH:22][cH:23][cH:24][cH:25][cH:26]1)[O:27][NH2:28].[CH3:15][C:16](=[O:17])[O-:18].[CH3:1][O:2][C:3](=[O:4])[C:5]1([CH:12]=[O:13])[CH2:6][CH2:7][CH2:8][CH2:9][CH2:10][CH2:11]1.[CH3:29][OH:30].[ClH:19].[Na+:14]>>[CH3:1][O:2][C:3](=[O:4])[C:5]1([CH:12]=[N:28][O:27][CH2:20][c:21]2[cH:22][cH:23][cH:24][cH:25][cH:26]2)[CH2:6][CH2:7][CH2:8][CH2:9][CH2:10][CH2:11]1. Reactants: C(CCCC)=O (n-pentanal), CC(C=O)CC (2-methylbutanal). Product: C(C=CCCCCC(C)C)=O (isodecenal). Reaction SMILES: [CH:1](=[O:6])[CH2:2][CH2:3][CH2:4][CH3:5].[CH3:7][CH:8]([CH2:11][CH3:12])[CH:9]=O>>[CH:1](=[O:6])[CH:2]=[CH:3][CH2:4][CH2:5][CH2:12][CH2:11][CH:8]([CH3:9])[CH3:7]. Reported procedure: This example describes the process of the invention for the co-aldol condensation of n-pentanal and 2-methylbutanal (2-MBA) to give an isodecenal consisting of the isomers 2-propyl-4-methylhexenal (1+2) and 2-propylheptenal (1+1). 400 kg/h of catalyst were passed through the reactor (as described in Example 3) at a temperature of 110° C. at the autogenous pressure of the reactants. The reactants are C(C1=CC=CC=C1)N1C(N(C2=C1C=CC=C2)CC(=O)O)=O (3-benzyl-2-oxo-1-benzimidazolineacetic acid), [OH-].[NH4+] (ammonium hydroxide), S(=O)(Cl)Cl (thionyl chloride), [OH-].[Na+] (sodium hydroxide). Run in C(Cl)(Cl)Cl (chloroform). The product is C(C1=CC=CC=C1)N1C(N(C2=C1C=CC=C2)CC(=O)N)=O (3-benzyl-2-oxo-1-benzimidazolineacetamide). RXN SMILES: [CH2:1]([N:8]1[C:12]2[CH:13]=[CH:14][CH:15]=[CH:16][C:11]=2[N:10]([CH2:17][C:18](O)=[O:19])[C:9]1=[O:21])[C:2]1[CH:7]=[CH:6][CH:5]=[CH:4][CH:3]=1.S(Cl)(Cl)=O.[OH-].[Na+].[OH-].[NH4+:29]>C(Cl)(Cl)Cl>[CH2:1]([N:8]1[C:12]2[CH:13]=[CH:14][CH:15]=[CH:16][C:11]=2[N:10]([CH2:17][C:18]([NH2:29])=[O:19])[C:9]1=[O:21])[C:2]1[CH:7]=[CH:6][CH:5]=[CH:4][CH:3]=1 |f:2.3,4.5|. Reported procedure: A mixture of 1.55 g. (0.005 mole) of 3-benzyl-2-oxo-1-benzimidazolineacetic acid and 10 ml. of thionyl chloride dissolved in 300 ml. of chloroform is refluxed for a period of approximately 2.5-4 hours. After cooling to room temperature (~25° C.), the reaction mixture is slowly poured into a solution consisting of 4.5 g. of sodium hydroxide dissolved in 100 ml. of ammonium hydroxide. The resulting chloroform layer is then separated and subsequently evaporated to near dryness while under reduced p... The reactants are ClC=1N=NC(=C(N1)NC1=C(C=CC=C1)S(=O)(=O)C(C)C)Cl (3,6-dichloro-N-[2-(propan-2-ylsulfonyl)phenyl]-1,2,4-triazin-5-amine), CP(=O)(C)C1=CC=C(C(=N1)OC)N (6-(Dimethylphosphoryl)-2-methoxypyridin-3-ylamine), C12(C(=O)CC(CC1)C2(C)C)CS(=O)(=O)O (camphorsulfonic acid). Run in CC(C)O (2-propanol), ClCCl (dichloromethane). Yields the product ClC1=C(N=C(N=N1)NC=1C(=NC(=CC1)P(=O)(C)C)OC)NC1=C(C=CC=C1)S(=O)(=O)C(C)C (6-chloro-N3-[6-(dimethylphosphoryl)-2-methoxypyridin-3-yl]-N5-[2-(propan-2-ylsulfonyl)phenyl]-1,2,4-triazine-3,5-diamine). Reaction SMILES: Cl[C:2]1[N:3]=[N:4][C:5]([Cl:21])=[C:6]([NH:8][C:9]2[CH:14]=[CH:13][CH:12]=[CH:11][C:10]=2[S:15]([CH:18]([CH3:20])[CH3:19])(=[O:17])=[O:16])[N:7]=1.[CH3:22][P:23]([C:26]1[N:31]=[C:30]([O:32][CH3:33])[C:29]([NH2:34])=[CH:28][CH:27]=1)([CH3:25])=[O:24].C12(CS(O)(=O)=O)C(C)(C)C(CC1)CC2=O>CC(O)C.ClCCl>[Cl:21][C:5]1[N:4]=[N:3][C:2]([NH:34][C:29]2[C:30]([O:32][CH3:33])=[N:31][C:26]([P:23]([CH3:22])([CH3:25])=[O:24])=[CH:27][CH:28]=2)=[N:7][C:6]=1[NH:8][C:9]1[CH:14]=[CH:13][CH:12]=[CH:11][C:10]=1[S:15]([CH:18]([CH3:20])[CH3:19])(=[O:17])=[O:16]. Procedure: A mixture of 3,6-dichloro-N-[2-(propan-2-ylsulfonyl)phenyl]-1,2,4-triazin-5-amine (prepared as in Example 106: 0.7 mmol), 6-(Dimethylphosphoryl)-2-methoxypyridin-3-ylamine (0.7 mmol) and camphorsulfonic acid (0.7 equiv.), is refluxed for 20-48 hours in 2-propanol. The reaction mixture is allowed to cool to room temperature, dissolved in dichloromethane and washed with an aqueous solution of Na2CO3. The dichloromethane extract is dried over MgSO4 and evaporated. The crude product is purified by P... Starting materials: C=O, CCn1cc(C(=O)O)c(=O)c2cc(F)c(N3CC4CCCC3CN4)c(F)c21, O=CO. The product is CCn1cc(C(=O)O)c(=O)c2cc(F)c(N3CC4CCCC3CN4C)c(F)c21. Reaction SMILES: [CH2:28]=[O:29].[CH:1]12[CH2:2][CH2:3][CH2:4][CH:5]([N:6]([c:8]3[c:9]([F:25])[cH:10][c:11]4[c:12](=[O:24])[c:13]([C:21](=[O:22])[OH:23])[cH:14][n:15]([CH2:19][CH3:20])[c:16]4[c:17]3[F:18])[CH2:7]1)[CH2:26][NH:27]2.[CH:30]([OH:31])=[O:32]>>[CH:1]12[CH2:2][CH2:3][CH2:4][CH:5]([N:6]([c:8]3[c:9]([F:25])[cH:10][c:11]4[c:12](=[O:24])[c:13]([C:21](=[O:22])[OH:23])[cH:14][n:15]([CH2:19][CH3:20])[c:16]4[c:17]3[F:18])[CH2:7]1)[CH2:26][N:27]2[CH3:28].